The task is: describe an organic reaction: reactants, conditions, products, and yield. This data is from the Open Reaction Database (ORD), a public repository of structured organic reaction records. Starting materials: C(C)(C)(C)C1=CC=C(C=C1)CC(C)(O)C1=CC=C(C=C1)CC(CCl)C (1-[4-tert.-butylphenyl]-2-[4-(3-chloro-2-methylpropyl)-phenyl]-propan-2-ol), C[C@@H]1CNC[C@@H](O1)C (2,6-cis-dimethylmorpholine), crude product. Solvent: C(Cl)(Cl)Cl (CHCl3). Reaction conditions: temperature 150 celsius, time 6 hour. The product is C(C)(C)(C)C1=CC=C(C=C1)CC(C)(O)C1=CC=C(C=C1)CC(CN1C[C@H](O[C@H](C1)C)C)C (N-{3-[4-(1-(4-t-butylphenyl)-propan-2-ol-2-yl)-phenyl]-2-methyl-propyl}-2,6-cis-dimethylmorpholine). Isolated yield 73.5%. RXN SMILES: [C:1]([C:5]1[CH:10]=[CH:9][C:8]([CH2:11][C:12]([C:15]2[CH:20]=[CH:19][C:18]([CH2:21][CH:22]([CH3:25])[CH2:23]Cl)=[CH:17][CH:16]=2)([OH:14])[CH3:13])=[CH:7][CH:6]=1)([CH3:4])([CH3:3])[CH3:2].[CH3:26][C@H:27]1[O:32][C@@H:31]([CH3:33])[CH2:30][NH:29][CH2:28]1>C(Cl)(Cl)Cl>[C:1]([C:5]1[CH:10]=[CH:9][C:8]([CH2:11][C:12]([C:15]2[CH:20]=[CH:19][C:18]([CH2:21][CH:22]([CH3:25])[CH2:23][N:29]3[CH2:28][C@H:27]([CH3:26])[O:32][C@H:31]([CH3:33])[CH2:30]3)=[CH:17][CH:16]=2)([OH:14])[CH3:13])=[CH:7][CH:6]=1)([CH3:4])([CH3:3])[CH3:2]. Procedure details: A mixture of 164 g of (VI) and 159 g of 2,6-cis-dimethylmorpholine was stirred for 6 hours at 150° C. The crude product was dissolved in CHCl3, and the solution was washed with dilute aqueous NaOH and then with water, dried over Na2SO4 and concentrated. Distillation of the residue gave a yield of 147 g of (VII) of boiling point 214°-218° C./0.3 mbar. Reactants: NCC(=O)N(C1=CC=CC=C1)CC(=O)N1CCC(CC1)(C)CC (2-amino-N-[2-(4-ethyl-4-methylpiperidino)-2-oxoethyl]-N-phenylacetamide), CC=1C=C(C=CC1)N=C=O (3-methylphenyl isocyanate). The product is C(C)C1(CCN(CC1)C(CN(C(CNC(=O)NC1=CC(=CC=C1)C)=O)C1=CC=CC=C1)=O)C (N-[2-(4-ethyl-4-methylpiperidino)-2-oxoethyl]-2-[3-(3-methylphenyl)ureido]-N-phenylacetamide). Isolated yield 21.1%. RXN SMILES: [NH2:1][CH2:2][C:3]([N:5]([CH2:12][C:13]([N:15]1[CH2:20][CH2:19][C:18]([CH2:22][CH3:23])([CH3:21])[CH2:17][CH2:16]1)=[O:14])[C:6]1[CH:11]=[CH:10][CH:9]=[CH:8][CH:7]=1)=[O:4].[CH3:24][C:25]1[CH:26]=[C:27]([N:31]=[C:32]=[O:33])[CH:28]=[CH:29][CH:30]=1>>[CH2:22]([C:18]1([CH3:21])[CH2:19][CH2:20][N:15]([C:13](=[O:14])[CH2:12][N:5]([C:6]2[CH:11]=[CH:10][CH:9]=[CH:8][CH:7]=2)[C:3](=[O:4])[CH2:2][NH:1][C:32]([NH:31][C:27]2[CH:28]=[CH:29][CH:30]=[C:25]([CH3:24])[CH:26]=2)=[O:33])[CH2:16][CH2:17]1)[CH3:23]. Procedure details: The procedure is analogous to that described in Example 1, but 1.7 g of 2-amino-N-[2-(4-ethyl-4-methylpiperidino)-2-oxoethyl]-N-phenylacetamide and 0.7 g of 3-methylphenyl isocyanate are used as the starting material. After recrystallization from ethyl acetate, 0.5 g of N-[2-(4-ethyl-4-methylpiperidino)-2-oxoethyl]-2-[3-(3-methylphenyl)ureido]-N-phenylacetamide melting at 204° C is obtained. Reactants: NCC=C(Cl)Cl, O=C(Cl)C(Cl)Cl. The product is O=C(NCC=C(Cl)Cl)C(Cl)Cl. Reaction SMILES: [Cl:1][C:2](=[CH:3][CH2:4][NH2:5])[Cl:6].[Cl:7][CH:8]([Cl:9])[C:10]([Cl:11])=[O:12]>>[Cl:1][C:2](=[CH:3][CH2:4][NH:5][C:10]([CH:8]([Cl:7])[Cl:9])=[O:12])[Cl:6]. The reactants are Cl.N[C@H]1C[C@@H](C[C@@H]1C)NC(=O)C1=C(NC2=C1N=CN=C2C2=C(C=CC(=C2)C(F)F)OCC2CC2)C (N-[(1R*,3S*,4S*)-3-amino-4-methylcyclopentyl]-4-[2-(cyclopropylmethoxy)-5-(difluoromethyl)phenyl]-6-methyl-5H-pyrrolo[3,2-d]pyrimidine-7-carboxamide hydrochloride), COCC(=O)Cl (methoxy-acetyl chloride). Yields the product C1(CC1)COC1=C(C=C(C=C1)C(F)F)C=1C2=C(N=CN1)C(=C(N2)C)C(=O)N[C@H]2C[C@@H]([C@H](C2)C)NC(COC)=O (4-[2-(Cyclopropylmethoxy)-5-(difluoromethyl)phenyl]-N-{(1R*,3S*,4S*)-3-[(methoxyacetyl)amino]-4-methylcyclopentyl}-6-methyl-5H-pyrrolo[3,2-d]pyrimidine-7-carboxamide). RXN SMILES: Cl.[NH2:2][C@@H:3]1[C@@H:7]([CH3:8])[CH2:6][C@@H:5]([NH:9][C:10]([C:12]2[C:16]3[N:17]=[CH:18][N:19]=[C:20]([C:21]4[CH:26]=[C:25]([CH:27]([F:29])[F:28])[CH:24]=[CH:23][C:22]=4[O:30][CH2:31][CH:32]4[CH2:34][CH2:33]4)[C:15]=3[NH:14][C:13]=2[CH3:35])=[O:11])[CH2:4]1.[CH3:36][O:37][CH2:38][C:39](Cl)=[O:40]>>[CH:32]1([CH2:31][O:30][C:22]2[CH:23]=[CH:24][C:25]([CH:27]([F:29])[F:28])=[CH:26][C:21]=2[C:20]2[C:15]3[NH:14][C:13]([CH3:35])=[C:12]([C:10]([NH:9][C@@H:5]4[CH2:6][C@H:7]([CH3:8])[C@@H:3]([NH:2][C:39](=[O:40])[CH2:38][O:37][CH3:36])[CH2:4]4)=[O:11])[C:16]=3[N:17]=[CH:18][N:19]=2)[CH2:34][CH2:33]1 |f:0.1|. Procedure: Starting from N-[(1R*,3S*,4S*)-3-amino-4-methylcyclopentyl]-4-[2-(cyclopropylmethoxy)-5-(difluoromethyl)phenyl]-6-methyl-5H-pyrrolo[3,2-d]pyrimidine-7-carboxamide hydrochloride (example D.f68) and commercially available methoxy-acetyl chloride the title compound is obtained as colorless solid. Reactants: ClC1=CC=C(C=C1)C1=NN(C(N1CC1=C(C=CC=C1)F)=O)CC(=O)O ([3-(4-chlorophenyl)-4-(2-fluorobenzyl)-5-oxo-4,5-dihydro-1H-1,2,4-triazol-1-yl]acetic acid), Cl.NC(C(=O)NC(C)(C(=O)N)C)C1=C(C=CC=C1)C(F)(F)F (N2-{Amino[2-(trifluoromethyl)phenyl]acetyl}-2-methylalaninamide hydrochloride). The product is ClC1=CC=C(C=C1)C1=NN(C(N1CC1=C(C=CC=C1)F)=O)CC(=O)NC(C(=O)NC(C)(C(=O)N)C)C1=C(C=CC=C1)C(F)(F)F (N2-{({[3-(4-Chlorophenyl)-4-(2-fluorobenzyl)-5-oxo-4,5-dihydro-1H-1,2,4-triazol-1-yl]acetyl}-amino) [2-(trifluoromethyl)phenyl]acetyl}-2-methylalaninamide). As a reaction SMILES: [Cl:1][C:2]1[CH:7]=[CH:6][C:5]([C:8]2[N:12]([CH2:13][C:14]3[CH:19]=[CH:18][CH:17]=[CH:16][C:15]=3[F:20])[C:11](=[O:21])[N:10]([CH2:22][C:23](O)=[O:24])[N:9]=2)=[CH:4][CH:3]=1.Cl.[NH2:27][CH:28]([C:38]1[CH:43]=[CH:42][CH:41]=[CH:40][C:39]=1[C:44]([F:47])([F:46])[F:45])[C:29]([NH:31][C:32]([CH3:37])([C:34]([NH2:36])=[O:35])[CH3:33])=[O:30]>>[Cl:1][C:2]1[CH:3]=[CH:4][C:5]([C:8]2[N:12]([CH2:13][C:14]3[CH:19]=[CH:18][CH:17]=[CH:16][C:15]=3[F:20])[C:11](=[O:21])[N:10]([CH2:22][C:23]([NH:27][CH:28]([C:38]3[CH:43]=[CH:42][CH:41]=[CH:40][C:39]=3[C:44]([F:45])([F:46])[F:47])[C:29]([NH:31][C:32]([CH3:37])([C:34]([NH2:36])=[O:35])[CH3:33])=[O:30])=[O:24])[N:9]=2)=[CH:6][CH:7]=1 |f:1.2|. Procedure: Analogously to Example 1, 25 mg (69 μmol) of [3-(4-chlorophenyl)-4-(2-fluorobenzyl)-5-oxo-4,5-dihydro-1H-1,2,4-triazol-1-yl]acetic acid (for the preparation, see WO 2007/134862, Example 156A) and 28 mg (76 mol) of the compound of Example 62A were employed. Purification by HPLC [Method 7] gave 28 mg (63% of theory) of the title compound. Starting materials: C(C)(C)OC1=CC=C(C=O)C=C1 (4-iso-propoxybenzaldehyde), BrC1=NOCC1 (bromo-4,5-dihydroisoxazole), COC(C1=NC=C(C=C1)O)=O (5-hydroxypicolinic acid methyl ester). Yields the product N1=CC(=CC=C1)OC1=NOCC1 (3-(pyridin-3-yloxy)-4,5-dihydroisoxazole). RXN SMILES: C(OC1C=CC(C=O)=CC=1)(C)C.Br[C:14]1[CH2:18][CH2:17][O:16][N:15]=1.COC(=O)[C:22]1[CH:27]=[CH:26][C:25]([OH:28])=[CH:24][N:23]=1>>[N:23]1[CH:22]=[CH:27][CH:26]=[C:25]([O:28][C:14]2[CH2:18][CH2:17][O:16][N:15]=2)[CH:24]=1. Reported procedure: 3-(pyridin-3-yloxy)-4,5-dihydroisoxazole I-140a and I-140b were prepared in 4 steps from 4-iso-propoxybenzaldehyde using Method 8 followed by cycloaddition using Method 1. The resulting bromo-4,5-dihydroisoxazole was reacted with 5-hydroxypicolinic acid methyl ester using Method 5 followed by hydrolysis using the analogous conditions as in Example 94 These compounds can be separated using chiral HPLC methods known in the art. For example, see chiral HPLC Method disclosed herein. [M+H]+=343.5 m/z...